This data is from the Open Reaction Database (ORD), a public repository of structured organic reaction records. The task is: describe an organic reaction: reactants, conditions, products, and yield Starting materials: N(=O)[O-].[Na+] (sodium nitrite), resultant mixture, NC=1C(=CC(=C(C1)C1SCCCS1)Cl)F (2-(5-amino-2-chloro-4-fluorophenyl)-1,3-dithiane), O.O.[Sn](Cl)Cl (tin (II) chloride dihydrate), C(C)=O (acetaldehyde). Run in O (water), Cl (hydrochloric acid), Cl (hydrochloric acid), O (water). Conditions: temperature -5 celsius, time 45 minute. Yields the product ClC1=CC(=C(C=C1C1SCCCS1)NN=CC)F (acetaldehyde 4-chloro-2-fluoro-5-(1,3-dithian-2-yl)phenylhydrazone). As a reaction SMILES: [NH2:1][C:2]1[C:3]([F:15])=[CH:4][C:5]([Cl:14])=[C:6]([CH:8]2[S:13][CH2:12][CH2:11][CH2:10][S:9]2)[CH:7]=1.[N:16]([O-])=O.[Na+].O.O.[Sn](Cl)Cl.[CH:25](=O)[CH3:26]>Cl.O>[Cl:14][C:5]1[C:6]([CH:8]2[S:13][CH2:12][CH2:11][CH2:10][S:9]2)=[CH:7][C:2]([NH:1][N:16]=[CH:25][CH3:26])=[C:3]([F:15])[CH:4]=1 |f:1.2,3.4.5|. Procedure: To a stirred, cold (-5° C) mixture of 10.0 g (0.0379 mole) of 2-(5-amino-2-chloro-4-fluorophenyl)-1,3-dithiane in 100 mL of concentrated hydrochloric acid is added dropwise a solution of 2.55 g (0.0379 mole) of sodium nitrite in 20 mL of water. This mixture is stirred at -5° C. for approximately 45 minutes. A solution of 17.1 g (0.0758 mole) of tin (II) chloride dihydrate in 30 mL of concentrated hydrochloric acid is added dropwise. This mixture is allowed to stir for one hour. A solution of 5.1... Reactants: C(C)(C)(C)OC(=O)N1C=NC(=C1)CCOC1=CC=2CCCC(C2C=C1)=O (4-[2-(5-oxo-5,6,7,8-tetrahydro-naphthalen-2-yloxy)-ethyl]-imidazole-1-carboxylic acid tert-butyl ester), CO (MeOH), S1C=C(C=C1)C=O (thiophene-3-carboxaldehyde). The solvent is C(Cl)Cl (DCM), [OH-].[K+] (KOH), CCO (EtOH). The product is N1C=NC(=C1)CCOC=1C=C2CCC(C(C2=CC1)=O)=CC1=CSC=C1 (6-[2-(1H-Imidazole-4-yl)-ethoxy]-2-thiophen-3-ylmethylene-3,4-dihydro-2H-naphthalen-1-one). Yield: 62.7%. RXN SMILES: C(OC([N:8]1[CH:12]=[C:11]([CH2:13][CH2:14][O:15][C:16]2[CH:25]=[CH:24][C:23]3[C:22](=[O:26])[CH2:21][CH2:20][CH2:19][C:18]=3[CH:17]=2)[N:10]=[CH:9]1)=O)(C)(C)C.[S:27]1[CH:31]=[CH:30][C:29]([CH:32]=O)=[CH:28]1.CO>[OH-].[K+].CCO.C(Cl)Cl>[NH:8]1[CH:12]=[C:11]([CH2:13][CH2:14][O:15][C:16]2[CH:17]=[C:18]3[C:23](=[CH:24][CH:25]=2)[C:22](=[O:26])[C:21](=[CH:32][C:29]2[CH:30]=[CH:31][S:27][CH:28]=2)[CH2:20][CH2:19]3)[N:10]=[CH:9]1 |f:3.4|. Reported procedure: According to the method of Example 32, Step 2, 4-[2-(5-oxo-5,6,7,8-tetrahydro-naphthalen-2-yloxy)-ethyl]-imidazole-1-carboxylic acid tert-butyl ester (0.270 g, 0.76 mmol) was reacted with thiophene-3-carboxaldehyde (0.128 g, 1.14 mmol) in 5 mL of 4% KOH in EtOH for 22 hours to afford, after chromatography (silica gel, 50 g; 8% MeOH in DCM), 0.167 g (59%) of the title compound as a dull yellow powder, mp 94-96° C.: CI-MS m/e 351 (M+ +1).